Dataset: the Open Reaction Database (ORD), a public repository of structured organic reaction records. Task: describe an organic reaction: reactants, conditions, products, and yield The reactants are C#Cc1ccc2[nH]c(CCCC)nc(=O)c2c1, CC(=O)O, O, O=S(=O)(O)O. The product is CCCCc1nc(=O)c2cc(C(C)=O)ccc2[nH]1. RXN SMILES: [CH2:1]([CH2:2][CH2:3][CH3:4])[c:5]1[nH:6][c:7]2[cH:8][cH:9][c:10]([C:16]#[CH:17])[cH:11][c:12]2[c:13](=[O:15])[n:14]1.[CH3:24][C:25](=[O:26])[OH:27].[OH2:18].[S:19]([OH:20])(=[O:21])(=[O:22])[OH:23]>>[CH2:1]([CH2:2][CH2:3][CH3:4])[c:5]1[nH:6][c:7]2[cH:8][cH:9][c:10]([C:16]([CH3:17])=[O:20])[cH:11][c:12]2[c:13](=[O:15])[n:14]1.